From a dataset of the Open Reaction Database (ORD), a public repository of structured organic reaction records. describe an organic reaction: reactants, conditions, products, and yield The reactants are [BH4-], CSc1nccc(-n2ccc3c(C=O)cccc32)n1, CO, ClCCl, [Na+], O. Yields the product CSc1nccc(-n2ccc3c(CO)cccc32)n1. As a reaction SMILES: [BH4-:20].[CH3:1][S:2][c:3]1[n:4][cH:5][cH:6][c:7](-[n:9]2[cH:10][cH:11][c:12]3[c:13]([CH:18]=[O:19])[cH:14][cH:15][cH:16][c:17]23)[n:8]1.[CH3:23][OH:24].[Cl:25][CH2:26][Cl:27].[Na+:21].[OH2:22]>>[CH3:1][S:2][c:3]1[n:4][cH:5][cH:6][c:7](-[n:9]2[cH:10][cH:11][c:12]3[c:13]([CH2:18][OH:19])[cH:14][cH:15][cH:16][c:17]23)[n:8]1.